describe an organic reaction: reactants, conditions, products, and yield From a dataset of the Open Reaction Database (ORD), a public repository of structured organic reaction records. Reactants: C(C)OC(=O)CC1=CC=C(C=C1)N[C@@H](CCC(N)=O)C(=O)O (N-(4-ethoxycarbonylmethylphenyl)-L-glutamine), Cl.C(C)O (hydrogen chloride ethanol). Solvent: O (water), C(C)O (ethanol). The product is Cl.C(C)OC(=O)CC1=CC=C(C=C1)N[C@@H](CCC(N)=O)C(=O)O (N-(4-ethoxycarbonylmethylphenyl)-L-glutamine hydrochloride). Isolated yield 47.0%. RXN SMILES: [CH2:1]([O:3][C:4]([CH2:6][C:7]1[CH:12]=[CH:11][C:10]([NH:13][C@H:14]([C:20]([OH:22])=[O:21])[CH2:15][CH2:16][C:17](=[O:19])[NH2:18])=[CH:9][CH:8]=1)=[O:5])[CH3:2].[ClH:23].C(O)C>O.C(O)C>[ClH:23].[CH2:1]([O:3][C:4]([CH2:6][C:7]1[CH:8]=[CH:9][C:10]([NH:13][C@H:14]([C:20]([OH:22])=[O:21])[CH2:15][CH2:16][C:17](=[O:19])[NH2:18])=[CH:11][CH:12]=1)=[O:5])[CH3:2] |f:1.2,5.6|. Procedure details: A mixture of 5.0 g (0.016 mole) of N-(4-ethoxycarbonylmethylphenyl)-L-glutamine in 100 ml of water and 200 ml of ethanol was heated until dissolution was completed and 10 ml of 21 wt. % hydrogen chloride-ethanol solution was added. The solvent was then distilled off in vacuo and the residue was taken up in ethanol. After treatment of the solution with activated charcoal, ether was added thereto for crystallization. The precipitated crystals were sucked off and dried in vacuo to give 2.6 g (0.007... The reactants are O=C1C2=C(C=CC3=C1C=CC(=C3)C(C(=O)OC)CC)C=CC=C2 (methyl 2-(5-oxo-5H-dibenzo[a,d]cyclohepten-2-yl)butyrate), CO (methanol), [OH-].[Na+] (sodium hydroxide). The solvent is O (water). The product is O=C1C2=C(C=CC3=C1C=CC(=C3)C(C(=O)O)CC)C=CC=C2 (2-(5-oxo-5H-dibenzo[a,d]cyclohepten-2-yl)butyric acid). As a reaction SMILES: [O:1]=[C:2]1[C:8]2[CH:9]=[CH:10][C:11]([CH:13]([CH2:18][CH3:19])[C:14]([O:16]C)=[O:15])=[CH:12][C:7]=2[CH:6]=[CH:5][C:4]2[CH:20]=[CH:21][CH:22]=[CH:23][C:3]1=2.CO.[OH-].[Na+]>O>[O:1]=[C:2]1[C:8]2[CH:9]=[CH:10][C:11]([CH:13]([CH2:18][CH3:19])[C:14]([OH:16])=[O:15])=[CH:12][C:7]=2[CH:6]=[CH:5][C:4]2[CH:20]=[CH:21][CH:22]=[CH:23][C:3]1=2 |f:2.3|. Procedure: 1.075 Ml. of 1.6 molar n-butyllithium in hexane is added to a solution of 0.242 ml. of diisopropylamine in 15 ml. of dry tetrahydrofuran. 0.300 Ml. of hexamethylphosphoric triamide is added and the mixture is cooled to about -60° C. 0.465 G. of methyl (5-oxo-5H-dibenzo[a,d]-cyclohepten-2-yl)acetate is added, and after 15 minutes, 0.137 ml. of ethyl iodide is added. The mixture is warmed slowly to room temperature and a further 0.05 ml. of ethyl iodide is added. After 30 minutes an additional 0.0... The solvent is O.O1CCOCC1 (water dioxane). Reaction SMILES: C(=O)(O)[O-].[Na+].S(S([O-])=O)([O-])=O.[Na+].[Na+].[CH3:14][N:15]([C:23]1[CH:28]=[C:27]([O:29][C:30]2[CH:35]=[CH:34][C:33]([C:36]([F:39])([F:38])[F:37])=[CH:32][CH:31]=2)[CH:26]=[CH:25][C:24]=1[N+:40]([O-])=O)[C:16](=[O:22])[O:17][C:18]([CH3:21])([CH3:20])[CH3:19]>O.O1CCOCC1>[NH2:40][C:24]1[CH:25]=[CH:26][C:27]([O:29][C:30]2[CH:31]=[CH:32][C:33]([C:36]([F:39])([F:38])[F:37])=[CH:34][CH:35]=2)=[CH:28][C:23]=1[N:15]([CH3:14])[C:16](=[O:22])[O:17][C:18]([CH3:19])([CH3:20])[CH3:21] |f:0.1,2.3.4,6.7|. Starting materials: C([O-])(O)=O.[Na+] (Sodium bicarbonate), S(=O)([O-])S(=O)[O-].[Na+].[Na+] (sodium dithionite), CN(C(OC(C)(C)C)=O)C1=C(C=CC(=C1)OC1=CC=C(C=C1)C(F)(F)F)[N+](=O)[O-] (t-butyl N-methyl-N-[5-(4-trifluoromethylphenoxy)-2-nitrophenyl]carbamate), 1/5. Procedure: Sodium bicarbonate (4.2 g) and sodium dithionite (3.5 g) were added to a solution of t-butyl N-methyl-N-[5-(4-trifluoromethylphenoxy)-2-nitrophenyl]carbamate in water/dioxane=1/5 (60 ml). The mixture was heated at reflux for 1 hour. At the end of this time the reaction mixture was partitioned between ethyl acetate and water. The ethyl acetate layer was washed with saturated aqueous sodium chloride solution and dried over anhydrous sodium sulfate and then concentrated under reduced pressure. The ... The product is NC1=C(C=C(C=C1)OC1=CC=C(C=C1)C(F)(F)F)N(C(OC(C)(C)C)=O)C (t-Butyl N-[2-amino-5-(4-trifluoromethylphenoxy)phenyl]-N-methylcarbamate). The reactants are CN(CCN1C(=NC2=C1C=CC(=C2)S(=O)(=O)C2CN(C2)C(=O)OC(C)(C)C)CC(C)(C)C)C (tert-butyl 3-(1-(2-(dimethylamino)ethyl)-2-neopentyl-1H-benzo[d]imidazol-5-ylsulfonyl)azetidine-1-carboxylate), Cl[Si](C)(C)C (chlorotrimethylsilane). The solvent is CO (methanol). Reaction conditions: time 20 hour. Yields the product N1CC(C1)S(=O)(=O)C1=CC2=C(N(C(=N2)CC(C)(C)C)CCN(C)C)C=C1 (2-(5-(azetidin-3-ylsulfonyl)-2-neopentyl-1H-benzo[d]imidazol-1-yl)-N,N-dimethylethanamine). Yield: 104.4%. RXN SMILES: [CH3:1][N:2]([CH3:33])[CH2:3][CH2:4][N:5]1[C:9]2[CH:10]=[CH:11][C:12]([S:14]([CH:17]3[CH2:20][N:19](C(OC(C)(C)C)=O)[CH2:18]3)(=[O:16])=[O:15])=[CH:13][C:8]=2[N:7]=[C:6]1[CH2:28][C:29]([CH3:32])([CH3:31])[CH3:30].Cl[Si](C)(C)C>CO>[NH:19]1[CH2:20][CH:17]([S:14]([C:12]2[CH:11]=[CH:10][C:9]3[N:5]([CH2:4][CH2:3][N:2]([CH3:33])[CH3:1])[C:6]([CH2:28][C:29]([CH3:32])([CH3:31])[CH3:30])=[N:7][C:8]=3[CH:13]=2)(=[O:15])=[O:16])[CH2:18]1. Procedure details: To a solution of tert-butyl 3-(1-(2-(dimethylamino)ethyl)-2-neopentyl-1H-benzo[d]imidazol-5-ylsulfonyl)azetidine-1-carboxylate (prepared in STEP F of Example 1, 327 mg, 0.683 mmol) in methanol (4 mL) was added chlorotrimethylsilane (873 microL, 6.80 mmol). After stirring for 20 h at room temperature, the mixture was concentrated in vacuo. The residue was diluted with methanol (10 mL) and filtered through SCX column. The column was washed with 1 mol/L ammonia in methanol solution to wash out the ... The reactants are FC=1C=C(C(=O)NC=2C=CC(=C(C2)NC(C2=CC=C(C=C2)CN(CC)CC)=O)C)C=C(C1)F (N-[5-(3,5-difluorobenzamido)-2-methylphenyl]-4-diethylaminomethylbenzamide), N1CC=CC1 (3-pyrroline). Product: FC=1C=C(C(=O)NC=2C=CC(=C(C2)NC(C2=CC=C(C=C2)CN(CC)CC)=O)C)C=C(C1)N1CC=CC1 (N-{5-[3-fluoro-5-(3-pyrrolin-1-yl)benzamido]-2-methylphenyl}-4-diethylaminomethylbenzamide). The yield is 58.0%. Reaction SMILES: [F:1][C:2]1[CH:3]=[C:4]([CH:30]=[C:31](F)[CH:32]=1)[C:5]([NH:7][C:8]1[CH:9]=[CH:10][C:11]([CH3:29])=[C:12]([NH:14][C:15](=[O:28])[C:16]2[CH:21]=[CH:20][C:19]([CH2:22][N:23]([CH2:26][CH3:27])[CH2:24][CH3:25])=[CH:18][CH:17]=2)[CH:13]=1)=[O:6].[NH:34]1[CH2:38][CH:37]=[CH:36][CH2:35]1>>[F:1][C:2]1[CH:3]=[C:4]([CH:30]=[C:31]([N:34]2[CH2:38][CH:37]=[CH:36][CH2:35]2)[CH:32]=1)[C:5]([NH:7][C:8]1[CH:9]=[CH:10][C:11]([CH3:29])=[C:12]([NH:14][C:15](=[O:28])[C:16]2[CH:17]=[CH:18][C:19]([CH2:22][N:23]([CH2:26][CH3:27])[CH2:24][CH3:25])=[CH:20][CH:21]=2)[CH:13]=1)=[O:6]. Procedure: Using an analogous procedure to that described in Example 67 except that the reaction mixture was heated to 100° C. for 16 hours rather than for 6 days, N-[5-(3,5-difluorobenzamido)-2-methylphenyl]-4-diethylaminomethylbenzamide was reacted with 3-pyrroline. There was thus obtained the title compound in 58% yield; NMR Spectrum: (DMSOd6) 1.0 (t, 6H), 2.2 (s, 3H), 2.5 (m, 4H), 3.6 (s, 2H), 4.15 (s, 4H), 6.05 (m, 1H), 6.45-6.55 (m, 1H), 6.9 (s, 1H), 6.97 (m, 1H), 7.22 (m, 1H), 7.45 (d, 2H), 7.57 (m,... Reactants: NO (amino alcohol), CN1CCCC1=O (NMP), Oxazolidinones, C(=O)(N1C=NC=C1)N1C=NC=C1 (carbonyldiimidazole), N1C=NC=C1 (imidazole), 1-acetyl-3-amino-2-(S)-oxypropylamine, C(=O)(O)C1=CN(C2=CC(=C(C=C2C1=O)F)Cl)C1CC1 (3-carboxy-1-cyclopropyl-7-chloro-6-fluoro-1,4-dihydroquinoline-4-one). Run in C1CCOC1 (THF). Conditions: time 48 hour. Product: C(C)(=O)NC[C@H]1CN(C(O1)=O)C1=C(C=C2C(C(=CN(C2=C1)C1CC1)C(=O)O)=O)F (7-[5-(S)-Acetamidomethyloxazolidine-2-one-3-yl]-3-carboxy-1-cyclopropyl-6-fluoro-1,4-dihydroquinoline-4-one). RXN SMILES: [C:1]([C:4]1[C:13](=[O:14])[C:12]2[C:7](=[CH:8][C:9](Cl)=[C:10]([F:15])[CH:11]=2)[N:6]([CH:17]2[CH2:19][CH2:18]2)[CH:5]=1)([OH:3])=[O:2].N[OH:21].[C:22]([N:29]1[CH:33]=[CH:32]N=C1)(N1C=CN=C1)=[O:23].N1C=CN=C1.[CH3:39][N:40]1[C:44](=[O:45])[CH2:43]CC1>C1COCC1>[C:44]([NH:40][CH2:39][C@@H:32]1[O:21][C:22](=[O:23])[N:29]([C:9]2[CH:8]=[C:7]3[C:12]([C:13](=[O:14])[C:4]([C:1]([OH:3])=[O:2])=[CH:5][N:6]3[CH:17]3[CH2:19][CH2:18]3)=[CH:11][C:10]=2[F:15])[CH2:33]1)(=[O:45])[CH3:43]. Procedure details: Compound 19 is prepared according to the General Procedure Synthesis of Quinolone-7-yl Linked Oxazolidinones from 1-acetyl-3-amino-2-(S)-oxypropylamine (2 mmol) using 3-carboxy-1-cyclopropyl-7-chloro-6-fluoro-1,4-dihydroquinoline-4-one (0.282 g, 1 mmol). The first reaction step is performed at 120-130° C. for 48 h. The mixture is cooled to room temperature (r.t.), and a majority of the solvent removed under vacuum. The resulting amino alcohol intermediate is purified by silica gel column chromat...